From a dataset of the Open Reaction Database (ORD), a public repository of structured organic reaction records. describe an organic reaction: reactants, conditions, products, and yield The reactants are C(C)OCC (diethyl ether), FC(C1=CC=C(C=O)C=C1)(F)F (4-trifluoromethylbenzaldehyde), C/C(=N\O)/C(=O)C (2,3-butanedione monoxime), Cl (hydrogen chloride). Run in C(C)(=O)O (acetic acid). Yields the product Cl.FC(C1=CC=C(C=C1)C=1OC(=C([N+]1[O-])C)C)(F)F (2-(4-trifluoromethylphenyl)-4,5-dimethyloxazole N-oxide hydrochloride). Yield: 86.0%. Reaction SMILES: [F:1][C:2]([F:12])([F:11])[C:3]1[CH:10]=[CH:9][C:6]([CH:7]=[O:8])=[CH:5][CH:4]=1.[CH3:13]/[C:14](/[C:17]([CH3:19])=O)=[N:15]\[OH:16].[ClH:20].C(OCC)C>C(O)(=O)C>[ClH:20].[F:1][C:2]([F:11])([F:12])[C:3]1[CH:10]=[CH:9][C:6]([C:7]2[O:8][C:17]([CH3:19])=[C:14]([CH3:13])[N+:15]=2[O-:16])=[CH:5][CH:4]=1 |f:5.6|. Procedure: 34.8 g (0.20 mol) of 4-trifluoromethylbenzaldehyde and 20.2 g (0.20 mol) of 2,3-butanedione monoxime were dissolved in 100 ml of glacial acetic acid and the mixture was stirred at room temperature while passing gaseous hydrogen chloride through the mixture until a saturated solution was obtained. The mixture was stirred at room temperature overnight and then treated with an excess of anhydrous diethyl ether. The colourless crystalline precipitate was filtered off, washed free of mother liquors u... Starting materials: IC1=CC=C(C=C1)C1=NOC(=N1)C1=NN(C(=C1)C)CC1=CC=C(C=C1)C (3-(4-iodophenyl)-5-[5-methyl-1-(4-methylbenzyl)-1H-pyrazol-3-yl]-1,2,4-oxadiazole), N1CCOCC1 (morpholine), C([O-])([O-])=O.[K+].[K+] (potassium carbonate), C1(CCCCC1)P(C1=C(C=CC=C1)C1=C(C=C(C=C1C(C)(C)C)C(C)(C)C)C(C)(C)C)C1CCCCC1 (2-(dicyclohexylphosphino)-2′,4′,6′-tri-tert-butyl-1,1′-biphenyl). The reagents and catalysts are C=1C=CC(=CC1)/C=C/C(=O)/C=C/C2=CC=CC=C2.C=1C=CC(=CC1)/C=C/C(=O)/C=C/C2=CC=CC=C2.C=1C=CC(=CC1)/C=C/C(=O)/C=C/C2=CC=CC=C2.[Pd].[Pd] (tris(dibenzylideneacetone)dipalladium). Run in C(C)(=O)OCC (ethyl acetate), O (water), C(C)(C)(C)O (tert-butanol), CN(C)C=O (DMF). Run at temperature 80 celsius, time 15 hour. Yields the product CC1=CC(=NN1CC1=CC=C(C=C1)C)C1=NC(=NO1)C1=CC=C(C=C1)N1CCOCC1 (4-(4-{5-[5-Methyl-1-(4-methylbenzyl)-1H-pyrazol-3-yl]-1,2,4-oxadiazol-3-yl}phenyl)morpholine). Yield: 20.2%. RXN SMILES: I[C:2]1[CH:7]=[CH:6][C:5]([C:8]2[N:12]=[C:11]([C:13]3[CH:17]=[C:16]([CH3:18])[N:15]([CH2:19][C:20]4[CH:25]=[CH:24][C:23]([CH3:26])=[CH:22][CH:21]=4)[N:14]=3)[O:10][N:9]=2)=[CH:4][CH:3]=1.[NH:27]1[CH2:32][CH2:31][O:30][CH2:29][CH2:28]1.C(=O)([O-])[O-].[K+].[K+].C1(P(C2CCCCC2)C2C=CC=CC=2C2C(C(C)(C)C)=CC(C(C)(C)C)=CC=2C(C)(C)C)CCCCC1>C1C=CC(/C=C/C(/C=C/C2C=CC=CC=2)=O)=CC=1.C1C=CC(/C=C/C(/C=C/C2C=CC=CC=2)=O)=CC=1.C1C=CC(/C=C/C(/C=C/C2C=CC=CC=2)=O)=CC=1.[Pd].[Pd].C(OCC)(=O)C.O.C(O)(C)(C)C.CN(C=O)C>[CH3:18][C:16]1[N:15]([CH2:19][C:20]2[CH:25]=[CH:24][C:23]([CH3:26])=[CH:22][CH:21]=2)[N:14]=[C:13]([C:11]2[O:10][N:9]=[C:8]([C:5]3[CH:6]=[CH:7][C:2]([N:27]4[CH2:32][CH2:31][O:30][CH2:29][CH2:28]4)=[CH:3][CH:4]=3)[N:12]=2)[CH:17]=1 |f:2.3.4,6.7.8.9.10|. Reported procedure: A mixture of 3-(4-iodophenyl)-5-[5-methyl-1-(4-methylbenzyl)-1H-pyrazol-3-yl]-1,2,4-oxadiazole (Example 13, 200 mg, 0.44 mmol), morpholine (76 μl, 0.88 mmol), potassium carbonate (121 mg, 0.88 mmol), tris(dibenzylideneacetone)dipalladium (13 mg, 0.014 mmol), 2-(dicyclohexylphosphino)-2′,4′,6′-tri-tert-butyl-1,1′-biphenyl (21 mg 0.044 mmol), DMF (1 ml) and tert-butanol (4 ml) was stirred at 80° C. for 15 h. The reaction mixture was cooled and water (100 mL) and ethyl acetate (100 mL) was added. T... Reactants: C1CC(=O)N(C1=O)Br (NBS), N1(CCCC2=CC=CC=C12)C1CCN(CC1)C(=O)OC(C)(C)C (tert-butyl 4-(3,4-dihydroquinolin-1(2H)-yl)piperidine-1-carboxylate), O (H2O). Run in CN(C)C=O (DMF), CN(C)C=O (DMF). Run at temperature 0 celsius, time 1 hour. Product: BrC=1C=C2CCCN(C2=CC1)C1CCN(CC1)C(=O)OC(C)(C)C (tert-butyl 4-(6-bromo-3,4-dihydroquinolin-1(2H)-yl)piperidine-1-carboxylate). Yield: 80.1%. Reaction SMILES: [N:1]1([CH:11]2[CH2:16][CH2:15][N:14]([C:17]([O:19][C:20]([CH3:23])([CH3:22])[CH3:21])=[O:18])[CH2:13][CH2:12]2)[C:10]2[C:5](=[CH:6][CH:7]=[CH:8][CH:9]=2)[CH2:4][CH2:3][CH2:2]1.C1C(=O)N([Br:31])C(=O)C1.O>CN(C=O)C>[Br:31][C:7]1[CH:6]=[C:5]2[C:10](=[CH:9][CH:8]=1)[N:1]([CH:11]1[CH2:12][CH2:13][N:14]([C:17]([O:19][C:20]([CH3:23])([CH3:22])[CH3:21])=[O:18])[CH2:15][CH2:16]1)[CH2:2][CH2:3][CH2:4]2. Procedure details: A solution of tert-butyl 4-(3,4-dihydroquinolin-1(2H)-yl)piperidine-1-carboxylate (0.85 g, 2.69 mmol) in 15 mL of DMF was cooled to 0° C. then treated dropwise with NBS (478 mg, 2.69 mmol) in 12 mL DMF. The reaction was stirred at 0° C. for 1 hour then treated with 100 mL H2O. The suspension was extracted with 2×75 mL of ethyl acetate. The combined organic layer was rinsed with brine (2×50 mL), dried over Na2SO4, filtered and concentrated to give a light brown oil. This residue was subjected to ... Yields the product C1CN(CCN1CCO)CCS(=O)(=O)O.[Na+].[Cl-] (HEPES NaCl). Reported procedure: 6 mM HEPES, 139 mM NaCl, 3.5 g albumin per 1 buffer, pH 7.35; Reactants: C1CN(CCN1CCO)CCS(=O)(=O)O (HEPES), [Na+].[Cl-] (NaCl). Reaction SMILES: [CH2:1]1[N:6]([CH2:7][CH2:8][OH:9])[CH2:5][CH2:4][N:3]([CH2:10][CH2:11][S:12]([OH:15])(=[O:14])=[O:13])[CH2:2]1.[Na+:16].[Cl-:17]>>[CH2:5]1[N:6]([CH2:7][CH2:8][OH:9])[CH2:1][CH2:2][N:3]([CH2:10][CH2:11][S:12]([OH:15])(=[O:14])=[O:13])[CH2:4]1.[Na+:16].[Cl-:17] |f:1.2,3.4.5|. Reactants: C(C)OC(CN(S(=O)(=O)C1=CC=C(C=C1)C)CC1=C(C2=C(C=C1)OCO2)OC)OCC (N-(2-methoxy-3,4-methylenedioxybenzyl)-N-(p-toluenesulfonyl)aminoacetaldehyde diethylacetal), Cl (hydrochloric acid), C(C)O (ethanol). The reagents and catalysts are [Pd] (palladium on carbon). Yields the product COC(CN(C)CC1=C(C2=C(C=C1)OCO2)OC)OC (N-(2-methoxy-3,4-methylenedioxybenzyl)-N-methylaminoacetaldehyde dimethylacetal). Yield: 56.0%. Reaction SMILES: [CH2:1]([O:3][CH:4]([O:29][CH2:30]C)[CH2:5][N:6]([CH2:17][C:18]1[CH:23]=[CH:22][C:21]2[O:24][CH2:25][O:26][C:20]=2[C:19]=1[O:27][CH3:28])S(C1C=CC(C)=CC=1)(=O)=O)C.Cl.[CH2:33](O)C>[Pd]>[CH3:30][O:29][CH:4]([O:3][CH3:1])[CH2:5][N:6]([CH2:17][C:18]1[CH:23]=[CH:22][C:21]2[O:24][CH2:25][O:26][C:20]=2[C:19]=1[O:27][CH3:28])[CH3:33]. Procedure: 7.81 g (40 mmol) of 2-methoxy-3,4-methylenedioxybenzaldoxime (2) thus obtained, 3.67 ml (44 mmol) of concentrated hydrochloric acid and 500 mg of 5% palladium on carbon catalyst were added to 80 ml of ethanol to carry out hydrogenation at room temperature for 4 hours and 45 minutes. The catalyst was filtered out, the filtrate was concentrated and the residue is recrystallized from 60 ml of ethanol to obtain 4.86 g of 2-methoxy-3,4-methylenedioxybenzylamine hydrochloride (3). Yield 56%, m.p. 208°...